From a dataset of the Open Reaction Database (ORD), a public repository of structured organic reaction records. describe an organic reaction: reactants, conditions, products, and yield Reactants: C1(CCCCC1)N(C(=O)NC=1SC(=CN1)SC#N)[C@H]1CN(CC1)C(C)=O (1-cyclohexyl-3-(5-thiocyanato-thiazol-2-yl)-1-[1-(acetyl)-pyrrolidin-3(R)-yl]-urea), SC[C@H](O)[C@H](O)CS (dithioerythritol), ClCCN1CCCC1 (N-(2-chloroethyl)pyrrolidine). Product: C(C)(=O)N1C[C@@H](CC1)N(C(=O)NC=1SC(=CN1)SCCN1CCCC1)C1CCCCC1 (1-(1-Acetyl-pyrrolidin-3(R)-yl)-1-cyclohexyl-3-[5-(2-pyrrolidin-1-yl-ethylsulfanyl)-thiazol-2-yl]-urea). As a reaction SMILES: [CH:1]1([N:7]([C@@H:19]2[CH2:23][CH2:22][N:21]([C:24](=[O:26])[CH3:25])[CH2:20]2)[C:8]([NH:10][C:11]2[S:12][C:13]([S:16]C#N)=[CH:14][N:15]=2)=[O:9])[CH2:6][CH2:5][CH2:4][CH2:3][CH2:2]1.SC[C@@H]([C@@H](CS)O)O.Cl[CH2:36][CH2:37][N:38]1[CH2:42][CH2:41][CH2:40][CH2:39]1>>[C:24]([N:21]1[CH2:22][CH2:23][C@@H:19]([N:7]([CH:1]2[CH2:2][CH2:3][CH2:4][CH2:5][CH2:6]2)[C:8]([NH:10][C:11]2[S:12][C:13]([S:16][CH2:36][CH2:37][N:38]3[CH2:42][CH2:41][CH2:40][CH2:39]3)=[CH:14][N:15]=2)=[O:9])[CH2:20]1)(=[O:26])[CH3:25]. Procedure: Prepared as described in general procedure (H) using 1-cyclohexyl-3-(5-thiocyanato-thiazol-2-yl)-1-[1-(acetyl)-pyrrolidin-3(R)-yl]-urea, dithioerythritol and N-(2-chloroethyl)pyrrolidine. Starting materials: BrCC(=O)C1=CC=CC=C1 (bromoacetophenone), N1C=CC=2C(=CC=CC12)C=O (indole-4-carbaldehyde). Yields the product C(C(=O)C1=CC=CC=C1)N1C=CC=2C(=CC=CC12)C=O (1-phenacylindole-4-carbaldehyde). Isolated yield 13.6%. Reaction SMILES: Br[CH2:2][C:3]([C:5]1[CH:10]=[CH:9][CH:8]=[CH:7][CH:6]=1)=[O:4].[NH:11]1[C:19]2[CH:18]=[CH:17][CH:16]=[C:15]([CH:20]=[O:21])[C:14]=2[CH:13]=[CH:12]1>>[CH2:2]([N:11]1[C:19]2[CH:18]=[CH:17][CH:16]=[C:15]([CH:20]=[O:21])[C:14]=2[CH:13]=[CH:12]1)[C:3]([C:5]1[CH:10]=[CH:9][CH:8]=[CH:7][CH:6]=1)=[O:4]. Procedure: The same procedures used in Example 7 were repeated except for using 5.49 g of bromoacetophenone and 2.00 g of indole-4-carbaldehyde as a starting material to give 494 mg of 1-phenacylindole-4-carbaldehyde as yellow crystals. The yield thereof was found to be 14%. The product is Cc1nn(-c2ccccn2)c2ncc(C(=O)NCc3ccccc3)c(O)c12. Starting materials: CCOC(C)=O, NCc1ccccc1, CCOC(=O)c1cnc2c(c(C)nn2-c2ccccn2)c1O. RXN SMILES: [CH3:31][CH2:32][O:33][C:34](=[O:35])[CH3:36].[NH2:23][CH2:24][c:25]1[cH:26][cH:27][cH:28][cH:29][cH:30]1.[OH:1][c:2]1[c:3]2[c:4]([n:5][cH:6][c:7]1[C:8]([O:10][CH2:9][CH3:11])=[O:12])[n:13](-[c:17]1[n:18][cH:19][cH:20][cH:21][cH:22]1)[n:14][c:15]2[CH3:16]>>[OH:1][c:2]1[c:3]2[c:4]([n:5][cH:6][c:7]1[C:8](=[O:10])[NH:23][CH2:24][c:25]1[cH:26][cH:27][cH:28][cH:29][cH:30]1)[n:13](-[c:17]1[n:18][cH:19][cH:20][cH:21][cH:22]1)[n:14][c:15]2[CH3:16]. The reactants are solution, C(CCC)[Li] (n-butyllithium), CCCCCC (hexane), C(C)=O (Acetaldehyde), C1(=CC=CC=C1)C#C (Phenylacetylene). Run in C1CCOC1 (THF), CCOCC (ether). Conditions: time 1 hour. Yields the product C1(=CC=CC=C1)C#CC(C)O (4-Phenyl-3-butyne-2-ol). The yield is 46.5%. As a reaction SMILES: [C:1]1([C:7]#[CH:8])[CH:6]=[CH:5][CH:4]=[CH:3][CH:2]=1.C([Li])CCC.CCCCCC.[CH:20](=[O:22])[CH3:21]>C1COCC1.CCOCC>[C:1]1([C:7]#[C:8][CH:20]([OH:22])[CH3:21])[CH:6]=[CH:5][CH:4]=[CH:3][CH:2]=1. Reported procedure: Phenylacetylene (5.5 mL; 50 mmol) was dissolved in THF (40 mL) and cooled to -78°. A 1.35M solution of n-butyllithium in hexane (37 mL; 50 mmol; 1.0 equiv.) was added dropwise and the resulting mixture was stirred at -78° for 1 h. Acetaldehyde (2.8 mL; 50 mmol; 1.0 equiv.) was added and the reaction mixture was allowed to warm overnight to room temperature. The mixture was diluted with ether (50 mL) and washed with water (3×25 mL). The organic solution was dried (MgSO4) and concentrated, and the... Reactants: BrCCCCCCSCCC(=O)OC (Methyl 10-bromo-4-thia-decanoate), fluoroester, CCCC[N+](CCCC)(CCCC)CCCC.[F-] (TBAF), FCCCCCCCCCCCCSCCC(=O)O (16-Fluoro-4-thia-hexadecanoic acid). Run in [OH-].[K+].C(C)O (KOH ethanol). The product is FCCCCCCSCCC(=O)O (10-Fluoro-4-thia-decanoic acid). Yield: 37.0%. Reaction SMILES: Br[CH2:2][CH2:3][CH2:4][CH2:5][CH2:6][CH2:7][S:8][CH2:9][CH2:10][C:11]([O:13]C)=[O:12].CCCC[N+](CCCC)(CCCC)CCCC.[F-].[F:33]CCCCCCCCCCCCSCCC(O)=O>[OH-].[K+].C(O)C>[F:33][CH2:2][CH2:3][CH2:4][CH2:5][CH2:6][CH2:7][S:8][CH2:9][CH2:10][C:11]([OH:13])=[O:12] |f:1.2,4.5.6|. Procedure: Compound 5 (0.5 g, 1,8 mmol) was caused to react with TBAF (3 mmol) according to the procedure for compound 2. The resultant fluoroester was hydrolyzed in KOH/ethanol as previously described, and isolated as an oil by HPLC (Table 1) to yield 0.14 g (37% yield) product 6. 1H-NMR δ1.3 (m, 8H, CH2), 2.55 (t, 2H, C(2)H2), 2,65 (t,2H, C(5)H2), 2.80 (t, 2H, C(3)H2), 4.44 (dt, 2H, C(16)H2JHF=47.5 Hz, JHH=6.2 Hz). Starting materials: C(\C=C(/C)\CCC=C(C)C)OC1=C(C(=O)O)C=CC(=C1)OC (2-geranyloxy-4-methoxybenzoic acid), NCC1N(CCC1)CC (2-aminomethyl-1-ethylpyrrolidine). Yields the product C(C)N1C(CCC1)CNC(C1=C(C=C(C=C1)OC)OC\C=C(/C)\CCC=C(C)C)=O (1-ethyl-2-(2-geranyloxy-4-methoxybenzoylaminomethyl)pyrrolidine). Isolated yield 69.0%. RXN SMILES: [CH2:1]([O:11][C:12]1[CH:20]=[C:19]([O:21][CH3:22])[CH:18]=[CH:17][C:13]=1[C:14]([OH:16])=O)/[CH:2]=[C:3](/[CH2:5][CH2:6][CH:7]=[C:8]([CH3:10])[CH3:9])\[CH3:4].[NH2:23][CH2:24][CH:25]1[CH2:29][CH2:28][CH2:27][N:26]1[CH2:30][CH3:31]>>[CH2:30]([N:26]1[CH2:27][CH2:28][CH2:29][CH:25]1[CH2:24][NH:23][C:14](=[O:16])[C:13]1[CH:17]=[CH:18][C:19]([O:21][CH3:22])=[CH:20][C:12]=1[O:11][CH2:1]/[CH:2]=[C:3](/[CH2:5][CH2:6][CH:7]=[C:8]([CH3:9])[CH3:10])\[CH3:4])[CH3:31]. Procedure: In a manner identical to Example 15, 2-geranyloxy-4-methoxybenzoic acid (1.52 g) was subjected to a condensation reaction with 2-aminomethyl-1-ethylpyrrolidine (0.7 ml), thereby yielding 1.43 g (69%) of the aimed compound.